This data is from the Open Reaction Database (ORD), a public repository of structured organic reaction records. The task is: describe an organic reaction: reactants, conditions, products, and yield Reactants: CC(C)(C)c1ccc(CC#N)cc1, COC(=O)OC, [H-], [Na+], C1CCOC1. Product: COC(=O)C(C#N)c1ccc(C(C)(C)C)cc1. Reaction SMILES: [C:3]([CH3:4])([CH3:5])([CH3:6])[c:7]1[cH:8][cH:9][c:10]([CH2:13][C:14]#[N:15])[cH:11][cH:12]1.[CH3:16][O:17][C:18](=[O:19])[O:20][CH3:21].[H-:1].[Na+:2].[O:22]1[CH2:23][CH2:24][CH2:25][CH2:26]1>>[C:3]([CH3:4])([CH3:5])([CH3:6])[c:7]1[cH:8][cH:9][c:10]([CH:13]([C:14]#[N:15])[C:18]([O:17][CH3:16])=[O:19])[cH:11][cH:12]1. Starting materials: O (Water), N1C=NC=C1 (Imidazole), C(C)(C)(C)[Si](C)(C)Cl (t-butylchlorodimethylsilane), OC1=CC2=C(SC(O2)=O)C=C1 (6-hydroxy-1,3-benzoxathiol-2-one). The solvent is CN(C=O)C (N,N-dimethylformamide). Run at time 4 hour. The product is [Si](C)(C)(C(C)(C)C)OC1=CC2=C(SC(O2)=O)C=C1 (6-t-Butyldimethylsilyloxy-1,3-benzoxathiol-2-one). Isolated yield 89.3%. RXN SMILES: N1C=CN=C1.[C:6]([Si:10](Cl)([CH3:12])[CH3:11])([CH3:9])([CH3:8])[CH3:7].[OH:14][C:15]1[CH:24]=[CH:23][C:18]2[S:19][C:20](=[O:22])[O:21][C:17]=2[CH:16]=1.O>CN(C)C=O>[Si:10]([O:14][C:15]1[CH:24]=[CH:23][C:18]2[S:19][C:20](=[O:22])[O:21][C:17]=2[CH:16]=1)([C:6]([CH3:9])([CH3:8])[CH3:7])([CH3:12])[CH3:11]. Reported procedure: Imidazole (972 mg) and t-butylchlorodimethylsilane (2.15 g) were added to a solution of 6-hydroxy-1,3-benzoxathiol-2-one (2.00 g) in N,N-dimethylformamide (60 mL) to form a reaction solution. This reaction solution was stirred for 4 hours at normal temperature. Water was then added to the reaction solution, and the reaction solution was extracted with ethyl acetate. The extract was washed with water and saturated brine in that order, and then dried over anhydrous sodium sulfate. The anhydrous so...